This data is from the Open Reaction Database (ORD), a public repository of structured organic reaction records. The task is: describe an organic reaction: reactants, conditions, products, and yield Reactants: COC=1C=C(C=CC1OC)C1=CC(NC(N1)=O)=O (6-(3,4-dimethoxyphenyl)-2,4(1H,3H)-pyrimidinedione), [H-].[Na+] (sodium hydride), CN(C=O)C (N,N-dimethylformamide), O (water), CI (methyl iodide). Conditions: temperature 60 celsius. Yields the product COC=1C=C(C=CC1OC)C1=CC(N(C(N1C)=O)C)=O (6-(3,4-dimethoxyphenyl)-1,3-dimethyl-2,4(1H,3H)-pyrimidinedione). RXN SMILES: [CH3:1][O:2][C:3]1[CH:4]=[C:5]([C:11]2[NH:16][C:15](=O)NC(=O)[CH:12]=2)[CH:6]=[CH:7][C:8]=1[O:9][CH3:10].[H-].[Na+].CI.[OH2:23].[CH3:24][N:25]([CH3:28])[CH:26]=[O:27]>>[CH3:1][O:2][C:3]1[CH:4]=[C:5]([C:11]2[N:16]([CH3:15])[C:24](=[O:23])[N:25]([CH3:28])[C:26](=[O:27])[CH:12]=2)[CH:6]=[CH:7][C:8]=1[O:9][CH3:10] |f:1.2|. Reported procedure: To a solution of 6-(3,4-dimethoxyphenyl)-2,4(1H,3H)-pyrimidinedione (8.0 g) in N,N-dimethylformamide (50 ml) and added sodium hydride (50% in oil, 3.40 g) and the mixture was heated at 60° C. for 30 minutes with stirring. To this mixture which was cooled to ambient temperature was added methyl iodide (40 ml) and the resulting mixture was stirred at the same temperature for 90 minutes. To the reaction mixture was added water and evaporated under reduced pressure. The residue was diluted with wate... Procedure details: The [3-[4-(7-benzenesulfonyl-5-methyl-7H-pyrrolo[2,3-d]pyrimidin-4-yl)-piperazin-1-yl]-2-(4-chlorophenyl)-3-oxo-propyl]-carbamic acid tert-butyl ester (295 mg, 0.464 mmol) was dissolved in 2.3 mL of 1,4-dioxane and treated with 4M HCl in 1,4-dioxane (2.3 mL, 9.29 mmol). The mixture was allowed to stir for 4 hours to completion affording a yellow precipitate. The suspension was diluted with diethyl ether and poured into water. More diethyl ether was added, and the layers were shaken. The ether wa... Reactants: O (water), Cl (HCl), C(C)(C)(C)OC(NCC(C(=O)N1CCN(CC1)C=1C2=C(N=CN1)N(C=C2C)S(=O)(=O)C2=CC=CC=C2)C2=CC=C(C=C2)Cl)=O ([3-[4-(7-benzenesulfonyl-5-methyl-7H-pyrrolo[2,3-d]pyrimidin-4-yl)-piperazin-1-yl]-2-(4-chlorophenyl)-3-oxo-propyl]-carbamic acid tert-butyl ester). Product: NCC(C(=O)N1CCN(CC1)C=1C2=C(N=CN1)N(C=C2C)S(=O)(=O)C2=CC=CC=C2)C2=CC=C(C=C2)Cl (3-amino-1-[4-(7-benzenesulfonyl-5-methyl-7H-pyrrolo[2,3-d]pyrimidin-4-yl)-piperazin-1-yl]-2-(4-chlorophenyl)-propan-1-one). As a reaction SMILES: C(OC(=O)[NH:7][CH2:8][CH:9]([C:37]1[CH:42]=[CH:41][C:40]([Cl:43])=[CH:39][CH:38]=1)[C:10]([N:12]1[CH2:17][CH2:16][N:15]([C:18]2[C:19]3[C:26]([CH3:27])=[CH:25][N:24]([S:28]([C:31]4[CH:36]=[CH:35][CH:34]=[CH:33][CH:32]=4)(=[O:30])=[O:29])[C:20]=3[N:21]=[CH:22][N:23]=2)[CH2:14][CH2:13]1)=[O:11])(C)(C)C.Cl.O>O1CCOCC1.C(OCC)C>[NH2:7][CH2:8][CH:9]([C:37]1[CH:38]=[CH:39][C:40]([Cl:43])=[CH:41][CH:42]=1)[C:10]([N:12]1[CH2:13][CH2:14][N:15]([C:18]2[C:19]3[C:26]([CH3:27])=[CH:25][N:24]([S:28]([C:31]4[CH:36]=[CH:35][CH:34]=[CH:33][CH:32]=4)(=[O:30])=[O:29])[C:20]=3[N:21]=[CH:22][N:23]=2)[CH2:16][CH2:17]1)=[O:11]. Reaction conditions: time 4 hour. The solvent is O1CCOCC1 (1,4-dioxane), C(C)OCC (diethyl ether), O1CCOCC1 (1,4-dioxane), C(C)OCC (diethyl ether). Isolated yield 77.6%. The reactants are C[C@H]1CNS(C1)(=O)=O ((S)-4-methylisothiazolidine 1,1-dioxide), BrC1=CC(=C(C=C1)C(=O)N1CCN(CC1)C1=NC=C(C=C1C)C1CC1)S(=O)(=O)C ((4-bromo-2-methanesulfonylphenyl)[4-(5-cyclopropyl-3-methylpyridin-2-yl)piperazin-1-yl]methanone). Yields the product C1(CC1)C=1C=C(C(=NC1)N1CCN(CC1)C(=O)C1=C(C=C(C=C1)N1S(C[C@H](C1)C)(=O)=O)S(=O)(=O)C)C ((S)-[4-(5-cyclopropyl-3-methylpyridin-2-yl)piperazin-1-yl][2-methanesulfonyl-4-(4-methyl-1,1-dioxo-1λ6-isothiazolidin-2-yl)phenyl]methanone). Yield: 40.3%. As a reaction SMILES: [CH3:1][C@@H:2]1[CH2:6][S:5](=[O:8])(=[O:7])[NH:4][CH2:3]1.Br[C:10]1[CH:15]=[CH:14][C:13]([C:16]([N:18]2[CH2:23][CH2:22][N:21]([C:24]3[C:29]([CH3:30])=[CH:28][C:27]([CH:31]4[CH2:33][CH2:32]4)=[CH:26][N:25]=3)[CH2:20][CH2:19]2)=[O:17])=[C:12]([S:34]([CH3:37])(=[O:36])=[O:35])[CH:11]=1>>[CH:31]1([C:27]2[CH:28]=[C:29]([CH3:30])[C:24]([N:21]3[CH2:22][CH2:23][N:18]([C:16]([C:13]4[CH:14]=[CH:15][C:10]([N:4]5[CH2:3][C@H:2]([CH3:1])[CH2:6][S:5]5(=[O:8])=[O:7])=[CH:11][C:12]=4[S:34]([CH3:37])(=[O:36])=[O:35])=[O:17])[CH2:19][CH2:20]3)=[N:25][CH:26]=2)[CH2:32][CH2:33]1. Reported procedure: Using (S)-4-methylisothiazolidine 1,1-dioxide (140 mg) described in Preparation Example 4 and (4-bromo-2-methanesulfonylphenyl)[4-(5-cyclopropyl-3-methylpyridin-2-yl)piperazin-1-yl]methanone (330 mg) described in Preparation Example 126 and by the reaction and treatment in the same manner as in Example 4, the title compound (148 mg) was obtained. The reactants are ClC=1C=C(C=CC(=O)O)C=CC1 (3-chlorocinnamic acid), ClC1=CC=CC=C1 (chlorobenzene), S(=O)(Cl)Cl (thionyl chloride). The solvent is N1=CC=CC=C1 (pyridine). Yields the product ClC=1C2=C(SC1)C(=CC=C2)Cl (3,7-dichlorobenzo[b]thiophene). RXN SMILES: [Cl:1][C:2]1[CH:3]=C(C=CC=1)C=CC(O)=O.[Cl:13][C:14]1[CH:19]=[CH:18][CH:17]=[CH:16][CH:15]=1.[S:20](Cl)(Cl)=O>N1C=CC=CC=1>[Cl:1][C:2]1[C:16]2[CH:17]=[CH:18][CH:19]=[C:14]([Cl:13])[C:15]=2[S:20][CH:3]=1. Reported procedure: A stirred mixture of 0.2 mole of 3-chlorocinnamic acid in a solution containing 200 ml. of chlorobenzene, 75 ml. of thionyl chloride and 2.0 ml of pyridine was heated at reflux for 72 hours and filtered while hot to remove insoluble material. The filtrate was concentrated to remove the solvent and the solid residue was recrystallized from toluene to give 3,7-dichlorobenzo[b]thiophene-;b 2-carbonyl chloride, m.p. 100°-102° C. Reactants: C(=O)(OCC)NC1=C(C(=O)OCC)C(=CC(=C1)[N+](=O)[O-])CC (ethyl 2-carboethoxyamino-4-nitro-6-ethyl-benzoate). RXN SMILES: [C:1]([NH:6][C:7]1[CH:17]=[C:16]([N+:18]([O-:20])=[O:19])[CH:15]=[C:14]([CH2:21][CH3:22])[C:8]=1[C:9]([O:11]CC)=[O:10])([O:3][CH2:4][CH3:5])=[O:2]>O1CCCC1.[OH-].[Na+]>[C:1]([NH:6][C:7]1[CH:17]=[C:16]([N+:18]([O-:20])=[O:19])[CH:15]=[C:14]([CH2:21][CH3:22])[C:8]=1[C:9]([OH:11])=[O:10])([O:3][CH2:4][CH3:5])=[O:2] |f:2.3|. Product: C(=O)(OCC)NC1=C(C(=O)O)C(=CC(=C1)[N+](=O)[O-])CC (2-carboethoxyamino-4-nitro-6-ethyl benzoic acid). Run in O1CCCC1 (tetrahydrofuran), [OH-].[Na+] (sodium hydroxide). Procedure: A solution of ethyl 2-carboethoxyamino-4-nitro-6-ethyl-benzoate in tetrahydrofuran (10 ml) and sodium hydroxide (20 ml, 10%) was stirred at room temperature for 20 hours. The solution was extracted with ethyl acetate. The aqueous layer was acidified to pH=1 with 6M HCl, and then immediately extracted with ethylacetate. The ethyl acetate extract was washed with water and dried over magnesium sulphate. Solvent evaporation gave a solid which was further recrystallized from methylene chloride:petrol...